From a dataset of the Open Reaction Database (ORD), a public repository of structured organic reaction records. describe an organic reaction: reactants, conditions, products, and yield Starting materials: C(C)OC(CC1(CN(CC1)C(C1=CC(=C(C(=C1)OC)OC)OC)=O)C1=CC(=C(C=C1)Cl)Cl)=O ((+)-Ethyl-2-[3-(3,4-dichloro-phenyl)-1-(3,4,5-trimethoxy-benzoyl)-pyrrolidin-3-yl]-acetate), [Li+].[OH-] (LiOH). Run in CO (methanol). Yields the product ClC=1C=C(C=CC1Cl)C1(CN(CC1)C(C1=CC(=C(C(=C1)OC)OC)OC)=O)CCO ((+)-2-[3-(3,4-dichloro-phenyl)-1-(3,4,5-trimethoxy-benzoyl)-pyrrolidin-3-yl]-ethanol). As a reaction SMILES: C([O:3][C:4](=O)[CH2:5][C:6]1([C:25]2[CH:30]=[CH:29][C:28]([Cl:31])=[C:27]([Cl:32])[CH:26]=2)[CH2:10][CH2:9][N:8]([C:11](=[O:24])[C:12]2[CH:17]=[C:16]([O:18][CH3:19])[C:15]([O:20][CH3:21])=[C:14]([O:22][CH3:23])[CH:13]=2)[CH2:7]1)C.[Li+].[OH-]>CO>[Cl:32][C:27]1[CH:26]=[C:25]([C:6]2([CH2:5][CH2:4][OH:3])[CH2:10][CH2:9][N:8]([C:11](=[O:24])[C:12]3[CH:17]=[C:16]([O:18][CH3:19])[C:15]([O:20][CH3:21])=[C:14]([O:22][CH3:23])[CH:13]=3)[CH2:7]2)[CH:30]=[CH:29][C:28]=1[Cl:31] |f:1.2|. Procedure details: (+)-Ethyl-2-[3-(3,4-dichloro-phenyl)-1-(3,4,5-trimethoxy-benzoyl)-pyrrolidin-3-yl]-acetate (670 mg, 1.351 mmol, 99% ee) was dissolved in methanol (15 mL) and treated with LiOH (4.2 mL, 1N, 3.1 eq.) at ambient temperature for 3.5 h. The organics were concentrated in vacuo. The residue was dissolved in dichloromethane and washed with 1N HCl (50 mL), 5% NaHCO3 (50 mL), dried over MgSO4, filtered, and concentrated in vacuo to obtain a residue. The residue was dried under high vacuum for 18 h to give... The reactants are ClC=1C=NC(=C(C(=O)O)C1)COC1=CC(=CC=C1)Cl (5-Chloro-2-[(3-chlorophenoxy)methyl]nicotinic acid), Cl.N[C@@H](C)C1=CC=C(C(=O)OC)C=C1 (Methyl 4-[(1S)-1-aminoethyl]benzoate hydrochloride). Yields the product ClC=1C=C(C(=NC1)COC1=CC(=CC=C1)Cl)C(=O)N[C@@H](C)C1=CC=C(C(=O)OC)C=C1 (Methyl 4-{(1S)-1-[({5-chloro-2-[(3-chlorophenoxy)methyl]pyridin-3-yl}carbonyl)amino]ethyl}benzoate). Reaction SMILES: [Cl:1][C:2]1[CH:3]=[N:4][C:5]([CH2:11][O:12][C:13]2[CH:18]=[CH:17][CH:16]=[C:15]([Cl:19])[CH:14]=2)=[C:6]([CH:10]=1)[C:7]([OH:9])=O.Cl.[NH2:21][C@H:22]([C:24]1[CH:33]=[CH:32][C:27]([C:28]([O:30][CH3:31])=[O:29])=[CH:26][CH:25]=1)[CH3:23]>>[Cl:1][C:2]1[CH:10]=[C:6]([C:7]([NH:21][C@H:22]([C:24]2[CH:33]=[CH:32][C:27]([C:28]([O:30][CH3:31])=[O:29])=[CH:26][CH:25]=2)[CH3:23])=[O:9])[C:5]([CH2:11][O:12][C:13]2[CH:18]=[CH:17][CH:16]=[C:15]([Cl:19])[CH:14]=2)=[N:4][CH:3]=1 |f:1.2|. Reported procedure: The title compound was prepared according to the procedure described in step 3 of Example 1 from 5-chloro-2-[(3-chlorophenoxy)methyl]nicotinic acid (step 1) and methyl 4-[(1S)-1-aminoethyl]benzoate hydrochloride (step 5 of Example 1): Procedure: A solution of 1.4 g 3-trifluoromethylbenzyl chloride, 3.0 g methyl-5-diphenylacetyl-3-(2-oxo-2-phenylethyl)-4,5,6,7-tetrahydro-1H-imidazo[4,5-c]pyridine-6-carboxylate and 20 mL acetonitrile is heated at reflux 16 hr. An additional 1.4 mL 3-trifluoromethylbenzyl chloride is added and refluxing continued 24 hr. The cooled solution is added dropwise to 400 mL vigorously stirred ether and the resulting precipitate is collected by filtration. This precipitate is dissolved in 60 mL methanol and treate... Reactants: FC(C=1C=C(CCl)C=CC1)(F)F (3-trifluoromethylbenzyl chloride), COC(=O)C1CC2=C(CN1C(C(C1=CC=CC=C1)C1=CC=CC=C1)=O)N(CN2)CC(C2=CC=CC=C2)=O (methyl-5-diphenylacetyl-3-(2-oxo-2-phenylethyl)-4,5,6,7-tetrahydro-1H-imidazo[4,5-c]pyridine-6-carboxylate), C(C)#N (acetonitrile), FC(C=1C=C(CCl)C=CC1)(F)F (3-trifluoromethylbenzyl chloride). Solvent: CCOCC (ether). As a reaction SMILES: [F:1][C:2]([F:12])([F:11])[C:3]1[CH:4]=[C:5]([CH:8]=[CH:9][CH:10]=1)[CH2:6]Cl.[CH3:13][O:14][C:15]([CH:17]1[N:22]([C:23](=[O:37])[CH:24]([C:31]2[CH:36]=[CH:35][CH:34]=[CH:33][CH:32]=2)[C:25]2[CH:30]=[CH:29][CH:28]=[CH:27][CH:26]=2)[CH2:21][C:20]2[N:38](CC(=O)C3C=CC=CC=3)[CH2:39][NH:40][C:19]=2[CH2:18]1)=[O:16].C(#N)C>CCOCC>[CH3:13][O:14][C:15]([CH:17]1[N:22]([C:23](=[O:37])[CH:24]([C:25]2[CH:30]=[CH:29][CH:28]=[CH:27][CH:26]=2)[C:31]2[CH:36]=[CH:35][CH:34]=[CH:33][CH:32]=2)[CH2:21][C:20]2[N:38]=[CH:39][N:40]([CH2:6][C:5]3[CH:8]=[CH:9][CH:10]=[C:3]([C:2]([F:12])([F:11])[F:1])[CH:4]=3)[C:19]=2[CH2:18]1)=[O:16]. The product is COC(=O)C1CC2=C(CN1C(C(C1=CC=CC=C1)C1=CC=CC=C1)=O)N=CN2CC2=CC(=CC=C2)C(F)(F)F (Methyl-1-(3-trifluoromethylphenyl)methyl-5-diphenylacetyl-4,5,6,7-tetrahydro-1H-imidazo[4,5-c]pyridine-6-carboxylate). The reactants are FC1(C(C(C(C2(C3(C(C(C(C(C3(C(C(C12F)(F)F)(F)F)F)(F)F)(F)F)(F)F)(F)F)F)F)(F)F)(F)F)(F)F)F (perfluoroperhydrophenanthrene), [Na] (sodium). Yields the product FC1=C(C2=C(C(=C(C(=C2C=2C(=C(C(=C(C12)F)F)F)F)F)F)F)F)F (decafluorophenanthrene). Reaction SMILES: [F:1][C:2]1(F)[C:15]2(F)[C:6](F)([C:7]3(F)[C:12](F)([C:13](F)([F:19])[C:14]2(F)[F:17])[C:11](F)([F:22])[C:10](F)([F:24])[C:9](F)([F:26])[C:8]3(F)[F:28])[C:5](F)([F:32])[C:4](F)([F:34])[C:3]1(F)[F:36].[Na]>>[F:17][C:14]1[C:15]2[C:2]([F:1])=[C:3]([F:36])[C:4]([F:34])=[C:5]([F:32])[C:6]=2[C:7]2[C:12](=[C:11]([F:22])[C:10]([F:24])=[C:9]([F:26])[C:8]=2[F:28])[C:13]=1[F:19] |^1:38|. Reported procedure: The products from 3 reactions were analyzed by gas chromatography and for each of these reactions for which an excess of perfluoroperhydrophenanthrene (0.39 mmol) and 3.38 mmol sodium was used, yields of decafluorophenanthrene (based on sodium) ranged from 40-56%. The reactants are CC(=O)NC(CC1CCCCC1)C(=O)O, Cl. The product is Cl, NC(CC1CCCCC1)C(=O)O. Reaction SMILES: [C:1](=[O:2])([CH3:3])[NH:4][CH:5]([C:6](=[O:7])[OH:8])[CH2:9][CH:10]1[CH2:11][CH2:12][CH2:13][CH2:14][CH2:15]1.[ClH:16]>>[ClH:16].[NH2:4][CH:5]([C:6](=[O:7])[OH:8])[CH2:9][CH:10]1[CH2:11][CH2:12][CH2:13][CH2:14][CH2:15]1. Starting materials: CC=1NC2=CC=C(C=C2C1)[N+](=O)[O-] (2-methyl-5-nitro-1H-indole), C(C)O (ethanol), [H][H] (hydrogen), 60. The reagents and catalysts are [Pd] (palladium on carbon). Run in O1CCCC1 (tetrahydrofuran). Yields the product CC=1NC2=CC=C(C=C2C1)N (2-methyl-5-amino-1H-indole). The yield is 90.0%. Reaction SMILES: [CH3:1][C:2]1[NH:3][C:4]2[C:9]([CH:10]=1)=[CH:8][C:7]([N+:11]([O-])=O)=[CH:6][CH:5]=2.C(O)C.[H][H]>[Pd].O1CCCC1>[CH3:1][C:2]1[NH:3][C:4]2[C:9]([CH:10]=1)=[CH:8][C:7]([NH2:11])=[CH:6][CH:5]=2. Procedure: To a solution of 2.0 gm (11.4 mMol) 2-methyl-5-nitro-1H-indole in 100 mL 1:1 ethanol:tetrahydrofuran were added 0.25 gm 5% palladium on carbon. The suspension was hydrogenated at ambient temperature at an initial hydrogen pressure of 60 p.s.i. After 5 hours the reaction mixture was filtered and the filtrate concentrated under reduced pressure to give 1.5 gm of a dark brown solid. The solid was purified by flash chromatography, eluting with a gradient of dichloromethane containing 0-3% methanol, ...